This data is from the Open Reaction Database (ORD), a public repository of structured organic reaction records. The task is: describe an organic reaction: reactants, conditions, products, and yield Reactants: [I-].C(C)[N+]1=CC=C(C)C2=CC=CC=C12 (1-Ethyllepidinium iodide), ClC1=C(C=C(C(=O)OCC)C=C1)[N+](=O)[O-] (ethyl 4-chloro-3-nitrobenzoate), C(C)(C)N(CC)C(C)C (Diisopropylethylamine). Run in C(C)#N (acetonitrile). Yields the product C(C)OC(=O)C1=CC(=C(C=C2C=CN(C3=CC=CC=C23)CC)C=C1)[N+](=O)[O-] (4-(4-Ethoxycarbonyl-2-nitrobenzylidene)-1-ethyl-1,4-dihydroquinoline). Reaction SMILES: [I-].[CH2:2]([N+:4]1[C:14]2[C:9](=[CH:10][CH:11]=[CH:12][CH:13]=2)[C:7]([CH3:8])=[CH:6][CH:5]=1)[CH3:3].Cl[C:16]1[CH:26]=[CH:25][C:19]([C:20]([O:22][CH2:23][CH3:24])=[O:21])=[CH:18][C:17]=1[N+:27]([O-:29])=[O:28].C(N(C(C)C)CC)(C)C>C(#N)C>[CH2:23]([O:22][C:20]([C:19]1[CH:25]=[CH:26][C:16]([CH:8]=[C:7]2[C:9]3[C:14](=[CH:13][CH:12]=[CH:11][CH:10]=3)[N:4]([CH2:2][CH3:3])[CH:5]=[CH:6]2)=[C:17]([N+:27]([O-:29])=[O:28])[CH:18]=1)=[O:21])[CH3:24] |f:0.1|. Procedure details: 1-Ethyllepidinium iodide (5.8 g., 19.4 mmole) and ethyl 4-chloro-3-nitrobenzoate (4.6 g., 20 mmole) are stirred together in acetonitrile (50 ml.). Diisopropylethylamine (5.2 g., 40 mmole) is added and the mixture refluxed on a steam bath for 6 hours. The mixture is dissolved in 500 ml. ether and extracted five times with 200 ml. portions of water. The ether extract is dried over anhydrous magnesium sulfate. The dried ether solution is evaporated to dryness and then taken up on 25 ml. ether and c...